This data is from the Open Reaction Database (ORD), a public repository of structured organic reaction records. The task is: describe an organic reaction: reactants, conditions, products, and yield Reactants: C(C)(=O)OCC1=NC(=CC(=C1C#N)Cl)NC(=O)N[C@H](C)C1=CC=CC=C1 ((R)-(4-chloro-3-cyano-6-(3-(1-phenylethyl)ureido)pyridin-2-yl)methyl acetate), NN (hydrazine), O (H2O). The solvent is C(C)O (ethanol). Reaction conditions: temperature 100 celsius. Product: NC1=NNC2=C1C(=NC(=C2)NC(=O)N[C@H](C)C2=CC=CC=C2)CO ((R)-1-(3-amino-4-(hydroxymethyl)-1H-pyrazolo[4,3-c]pyridin-6-yl)-3-(1-phenylethyl)urea). Reaction SMILES: C([O:4][CH2:5][C:6]1[C:11]([C:12]#[N:13])=[C:10](Cl)[CH:9]=[C:8]([NH:15][C:16]([NH:18][C@@H:19]([C:21]2[CH:26]=[CH:25][CH:24]=[CH:23][CH:22]=2)[CH3:20])=O)[N:7]=1)(=O)C.[NH2:27][NH2:28].[OH2:29]>C(O)C>[NH2:13][C:12]1[C:11]2[C:6]([CH2:5][OH:4])=[N:7][C:8]([NH:15][C:16]([NH:18][C@@H:19]([C:21]3[CH:22]=[CH:23][CH:24]=[CH:25][CH:26]=3)[CH3:20])=[O:29])=[CH:9][C:10]=2[NH:28][N:27]=1. Reported procedure: A solution of (R)-(4-chloro-3-cyano-6-(3-(1-phenylethyl)ureido)pyridin-2-yl)methyl acetate (59.1 mg, 0.159 mmol) in ethanol (2 ml) was charged with hydrazine, H2O (46 μl, 0.948 mmol), sealed and heated to 100° C. for 14.5 hr. The mixture was concentrated in vacuo and the residue was purified via flash chromatography (0-20% MeOH/DCM, then 0-20% MeOH/EtOAc) to provide (R)-1-(3-amino-4-(hydroxymethyl)-1H-pyrazolo[4,3-c]pyridin-6-yl)-3-(1-phenylethyl)urea. MS ESI calc'd. For C16H19N6O2 [M+H]+ 327. f... Starting materials: Cl (HCl), BrC=1SC(=C(N1)CC(=O)OC)C (methyl (2-bromo-5-methyl-1,3-thiazol-4-yl)acetate), CC(C)C[AlH]CC(C)C (DIBAL-H), solution. Run in C(Cl)Cl (CH2Cl2), C1(=CC=CC=C1)C (toluene). Reaction conditions: temperature 0 celsius, time 15 minute. Product: BrC=1SC(=C(N1)CCO)C (2-(2-bromo-5-methyl-1,3-thiazol-4-yl)ethanol). Yield: 74.1%. Reaction SMILES: [Br:1][C:2]1[S:3][C:4]([CH3:12])=[C:5]([CH2:7][C:8](OC)=[O:9])[N:6]=1.CC(C[AlH]CC(C)C)C.Cl>C(Cl)Cl.C1(C)C=CC=CC=1>[Br:1][C:2]1[S:3][C:4]([CH3:12])=[C:5]([CH2:7][CH2:8][OH:9])[N:6]=1. Procedure details: To a solution of ester prepared in Example 24 (3.80 g, 15.2 mmol) in CH2Cl2 (100 mL) was added DIBAL-H (33.4 mL, 33.4 mmol of a 1.0 M solution in toluene) at −78° C. After 15 minutes, the solution was warmed to 0° C. and stirred for an additional 90 minutes. An aqueous solution of 2N HCl (50 mL) was then added dropwise to quench the excess DIBAL-H. The solvent layers were separated and the aqueous layer extracted with CH2Cl2 (2×200 mL). The combined organic layers were dried (MgSO4), filtered, a... The reactants are CC(C)O, FC(F)Cl, [Na+], [OH-], O, O=Cc1ccc(O)cc1. Yields the product O=Cc1ccc(OC(F)F)cc1. Reaction SMILES: [CH:10]([OH:11])([CH3:12])[CH3:13].[Cl:16][CH:17]([F:18])[F:19].[Na+:15].[OH-:14].[OH2:20].[OH:1][c:2]1[cH:3][cH:4][c:5]([CH:6]=[O:7])[cH:8][cH:9]1>>[O:1]([c:2]1[cH:3][cH:4][c:5]([CH:6]=[O:7])[cH:8][cH:9]1)[CH:17]([F:18])[F:19]. Starting materials: C(C)(=O)O (acetic acid), C(C1=CC=CC=C1)(C1=CC=CC=C1)N1CC2(C1)NC(NC2=O)=O (2-benzhydryl-2,5,7-triazaspiro[3.4]octane-6,8-dione), [H][H] (hydrogen). Reagents/catalysts: [Pd] (palladium on carbon). The solvent is CO (MeOH), C(C)OCC (diethylether). The product is C(C)(=O)O.C1NCC12NC(NC2=O)=O (2,5,7-triazaspiro[3.4]octane-6,8-dione acetate). Yield: 69.3%. RXN SMILES: C([N:14]1[CH2:17][C:16]2([C:21](=[O:22])[NH:20][C:19](=[O:23])[NH:18]2)[CH2:15]1)(C1C=CC=CC=1)C1C=CC=CC=1.[C:24]([OH:27])(=[O:26])[CH3:25].[H][H]>[Pd].CO.C(OCC)C>[C:24]([OH:27])(=[O:26])[CH3:25].[CH2:15]1[C:16]2([C:21](=[O:22])[NH:20][C:19](=[O:23])[NH:18]2)[CH2:17][NH:14]1 |f:6.7|. Reported procedure: A mixture of 2-benzhydryl-2,5,7-triazaspiro[3.4]octane-6,8-dione (0.258 g, 0.839 mmol) and 10% palladium on carbon (0.179 g, 0.168 mmol) in 4 mL MeOH was treated with acetic acid (0.0961 mL, 1.68 mmol) and the slurry was stirred under a balloon containing hydrogen overnight. The reaction was filtered, rinsed with MeOH, and concentrated in vacuo to give an oil. Concentration from benzene gave a solid which was suspended in diethylether, sonicated, filtered, and dried in vacuo to give 2,5,7-triaza...